This data is from the Open Reaction Database (ORD), a public repository of structured organic reaction records. The task is: describe an organic reaction: reactants, conditions, products, and yield The reactants are COC(=O)c1cn(-c2ccnc3ccccc23)cc1C, Cl, [Li+], C1CCOC1, [OH-], O, O. Yields the product Cc1cn(-c2ccnc3ccccc23)cc1C(=O)O. Reaction SMILES: [CH3:4][O:5][C:6](=[O:7])[c:8]1[cH:9][n:10](-[c:14]2[cH:15][cH:16][n:17][c:18]3[cH:19][cH:20][cH:21][cH:22][c:23]23)[cH:11][c:12]1[CH3:13].[ClH:24].[Li+:3].[O:25]1[CH2:26][CH2:27][CH2:28][CH2:29]1.[OH-:2].[OH2:1].[OH2:30]>>[O:5]=[C:6]([OH:7])[c:8]1[cH:9][n:10](-[c:14]2[cH:15][cH:16][n:17][c:18]3[cH:19][cH:20][cH:21][cH:22][c:23]23)[cH:11][c:12]1[CH3:13]. Reactants: [N+](=[N-])=C (diazomethane), ClC=1C=CC2=C(C(=[N+](CC(=N2)C(=NO)[N+](=O)[O-])[O-])C2=C(C=CC=C2)F)C1 (7-chloro-5-(2-fluorophenyl)-N-hydroxy-α-nitro-3H-1,4-benzodiazepine-2-methanimine 4-oxide). The solvent is CCOCC (ether), C(Cl)Cl (methylene chloride). Run at time 1 hour. Product: ClC=1C=CC2=C(C(=[N+](CC(=N2)C(=NOC)[N+](=O)[O-])[O-])C2=C(C=CC=C2)F)C1 (7-Chloro-5-(2-fluorophenyl)-N-methoxy-α-nitro-3H-1,4-benzodiazepine-2-methanimine 4-oxide). Reaction SMILES: [N+](=[CH2:3])=[N-].[Cl:4][C:5]1[CH:6]=[CH:7][C:8]2[N:14]=[C:13]([C:15]([N+:18]([O-:20])=[O:19])=[N:16][OH:17])[CH2:12][N+:11]([O-:21])=[C:10]([C:22]3[CH:27]=[CH:26][CH:25]=[CH:24][C:23]=3[F:28])[C:9]=2[CH:29]=1>CCOCC.C(Cl)Cl>[Cl:4][C:5]1[CH:6]=[CH:7][C:8]2[N:14]=[C:13]([C:15]([N+:18]([O-:20])=[O:19])=[N:16][O:17][CH3:3])[CH2:12][N+:11]([O-:21])=[C:10]([C:22]3[CH:27]=[CH:26][CH:25]=[CH:24][C:23]=3[F:28])[C:9]=2[CH:29]=1. Reported procedure: A solution of diazomethane in ether was added to a suspension of 3.8 g (0.01 mol) of 7-chloro-5-(2-fluorophenyl)-N-hydroxy-α-nitro-3H-1,4-benzodiazepine-2-methanimine 4-oxide in 200 ml of methylene chloride. The mixture was stirred for 1 hr at room temperature whereby a clear solution resulted. The excess diazomethane was destroyed by addition of acetic acid. The reaction mixture was washed with aqueous sodium bicarbonate solution, dried over sodium sulfate and evaporated. Crystallization of the... Starting materials: CO, CC(C)(C)OC(=O)N1CCC(CCn2c(-c3ccccc3)nc3c(Cl)nc4ccccc4c32)CC1. Yields the product CC(C)(C)OC(=O)N1CCC(CCn2c(-c3ccccc3)nc3cnc4ccccc4c32)CC1. Reaction SMILES: [CH3:36][OH:37].[Cl:1][c:2]1[n:3][c:4]2[cH:5][cH:6][cH:7][cH:8][c:9]2[c:10]2[c:11]1[n:12][c:13](-[c:30]1[cH:31][cH:32][cH:33][cH:34][cH:35]1)[n:14]2[CH2:15][CH2:16][CH:17]1[CH2:18][CH2:19][N:20]([C:23](=[O:24])[O:25][C:26]([CH3:27])([CH3:28])[CH3:29])[CH2:21][CH2:22]1>>[cH:2]1[n:3][c:4]2[cH:5][cH:6][cH:7][cH:8][c:9]2[c:10]2[c:11]1[n:12][c:13](-[c:30]1[cH:31][cH:32][cH:33][cH:34][cH:35]1)[n:14]2[CH2:15][CH2:16][CH:17]1[CH2:18][CH2:19][N:20]([C:23](=[O:24])[O:25][C:26]([CH3:27])([CH3:28])[CH3:29])[CH2:21][CH2:22]1.